Dataset: the Open Reaction Database (ORD), a public repository of structured organic reaction records. Task: describe an organic reaction: reactants, conditions, products, and yield Starting materials: COC(C#CCCCCCBr)=O (8-bromo-2-octynoic acid methyl ester), [I-].[Na+] (sodium iodide). Run in CC(=O)C (acetone). Product: COC(C#CCCCCCI)=O (8-iodo-2-octynoic acid methyl ester). Yield: 98.6%. As a reaction SMILES: [CH3:1][O:2][C:3](=[O:12])[C:4]#[C:5][CH2:6][CH2:7][CH2:8][CH2:9][CH2:10]Br.[I-:13].[Na+]>CC(C)=O>[CH3:1][O:2][C:3](=[O:12])[C:4]#[C:5][CH2:6][CH2:7][CH2:8][CH2:9][CH2:10][I:13] |f:1.2|. Reported procedure: To a solution of 4.05 g of 8-bromo-2-octynoic acid methyl ester (prepared as described hereafter) in 24 ml of acetone was added 3.9 g of sodium iodide, the mixture was refluxed with heating for one hour, and concentrated under reduced pressure. The residue was dissolved in water, extracted with diethyl ether, the extract was washed with a saturated aqueous solution of sodium chloride, dried over sodium sulphate and concentrated under reduced pressure to give 4.80 g of the title compound having t... Reactants: CCCCO, COC(=O)c1ccnc(NCCN2CCN(c3cc(Cl)ccc3OC)CC2)n1, NCCCNc1nc(=O)cc[nH]1. Yields the product COc1ccc(Cl)cc1N1CCN(CCNc2nccc(C(=O)NCCCNc3nc(=O)cc[nH]3)n2)CC1. RXN SMILES: [CH2:41]([OH:42])[CH2:43][CH2:44][CH3:45].[Cl:1][c:2]1[cH:3][cH:4][c:5]([O:27][CH3:28])[c:6]([N:8]2[CH2:9][CH2:10][N:11]([CH2:14][CH2:15][NH:16][c:17]3[n:18][cH:19][cH:20][c:21]([C:23](=[O:24])[O:25][CH3:26])[n:22]3)[CH2:12][CH2:13]2)[cH:7]1.[NH2:29][CH2:30][CH2:31][CH2:32][NH:33][c:34]1[nH:35][cH:36][cH:37][c:38](=[O:40])[n:39]1>>[Cl:1][c:2]1[cH:3][cH:4][c:5]([O:27][CH3:28])[c:6]([N:8]2[CH2:9][CH2:10][N:11]([CH2:14][CH2:15][NH:16][c:17]3[n:18][cH:19][cH:20][c:21]([C:23](=[O:24])[NH:29][CH2:30][CH2:31][CH2:32][NH:33][c:34]4[nH:35][cH:36][cH:37][c:38](=[O:40])[n:39]4)[n:22]3)[CH2:12][CH2:13]2)[cH:7]1. The reactants are ClC=1C=C(C=C(C1OCCCBr)Cl)OCC=C(Cl)Cl (3,5-dichloro-4-(3-bromopropyloxy)-1-(3,3-dichloro-2-propenyloxy)benzene), CN(C=O)C (N,N-dimethylformamide), crude product, ClC1=CC=C(C=C1)CC(=O)O (4-chlorophenylacetic acid), C([O-])([O-])=O.[K+].[K+] (potassium carbonate). Run in O (water). Run at time 12 hour. The product is ClC=1C=C(C=C(C1OCCCOC(CC1=CC=C(C=C1)Cl)=O)Cl)OCC=C(Cl)Cl (3,5-dichloro-4-(3-(4-chlorophenylacetyloxy)propyloxy)-1-(3,3-dichloro-2-propenyloxy) benzene). Isolated yield 90.2%. As a reaction SMILES: [Cl:1][C:2]1[CH:3]=[C:4]([O:14][CH2:15][CH:16]=[C:17]([Cl:19])[Cl:18])[CH:5]=[C:6]([Cl:13])[C:7]=1[O:8][CH2:9][CH2:10][CH2:11]Br.[Cl:20][C:21]1[CH:26]=[CH:25][C:24]([CH2:27][C:28]([OH:30])=[O:29])=[CH:23][CH:22]=1.C(=O)([O-])[O-].[K+].[K+].CN(C)C=O>O>[Cl:1][C:2]1[CH:3]=[C:4]([O:14][CH2:15][CH:16]=[C:17]([Cl:19])[Cl:18])[CH:5]=[C:6]([Cl:13])[C:7]=1[O:8][CH2:9][CH2:10][CH2:11][O:30][C:28](=[O:29])[CH2:27][C:24]1[CH:25]=[CH:26][C:21]([Cl:20])=[CH:22][CH:23]=1 |f:2.3.4|. Procedure: In a reaction vessel were placed 0.20 g of 3,5-dichloro-4-(3-bromopropyloxy)-1-(3,3-dichloro-2-propenyloxy)benzene, 0.10 g of 4-chlorophenylacetic acid, 0.08 g of potassium carbonate and 5 ml of N,N-dimethylformamide, followed by stirring at room temperature for 12 hours. The reaction mixture was poured into water, and extracted twice with 30 ml of diethyl ether. The combined ether layer was washed with water, dried with anhydrous magnesium sulfate, and concentrated to obtain a crude product. Th... Starting materials: [N+](=O)([O-])C=1C=C(N)C=C(C1)[N+](=O)[O-] (3,5-dinitroaniline). The reagents and catalysts are [Pd] (palladium on carbon). The solvent is C(C)(=O)OCC (ethyl acetate). Yields the product C1(=CC(=CC(=C1)N)N)N (1,3,5-benzenetriamine). Yield: 99.6%. Reaction SMILES: [N+:1]([C:4]1[CH:5]=[C:6]([CH:8]=[C:9]([N+:11]([O-])=O)[CH:10]=1)[NH2:7])([O-])=O>[Pd].C(OCC)(=O)C>[C:6]1([NH2:7])[CH:5]=[C:4]([NH2:1])[CH:10]=[C:9]([NH2:11])[CH:8]=1. Procedure: A mixture of 1.0 g of 3,5-dinitroaniline, 0.5 g of 10% palladium on carbon catalyst and 100 ml of ethyl acetate is hydrogenated in a Parr shaker, filtered and evaporated to give 670 mg of 1,3,5-benzenetriamine.